From a dataset of the Open Reaction Database (ORD), a public repository of structured organic reaction records. describe an organic reaction: reactants, conditions, products, and yield Starting materials: Brc1cn[nH]c1, O=C([O-])[O-], CN1CCCC1=O, [Cs+], [Cs+], CSc1nc(N)nc(Br)c1C#N. Yields the product CSc1nc(N)nc(-n2cc(Br)cn2)c1C#N. As a reaction SMILES: [Br:13][c:14]1[cH:15][n:16][nH:17][cH:18]1.[C:19](=[O:20])([O-:21])[O-:22].[CH3:25][N:26]1[CH2:27][CH2:28][CH2:29][C:30]1=[O:31].[Cs+:23].[Cs+:24].[NH2:1][c:2]1[n:3][c:4]([S:11][CH3:12])[c:5]([C:9]#[N:10])[c:6]([Br:8])[n:7]1>>[NH2:1][c:2]1[n:3][c:4]([S:11][CH3:12])[c:5]([C:9]#[N:10])[c:6](-[n:16]2[cH:15][c:14]([Br:13])[cH:18][n:17]2)[n:7]1. Reported procedure: A suspension of N-(5-chloropyridin-2-yl)-2,5-dichloropyridine-3-carboxamide (0.807 g, 2.68 mmol) and 1-(4-pyridinyl)piperidine-4-methylamine (510 mg) in ethyl alcohol (5 mL) was heated in a sealed tube for 24 hours. Filtered the solids and purified by RPHPLC. The pure product containing fractions were combined and lyophilized to give 0.1 g of an off-white solid. Run in C(C)O (ethyl alcohol). The product is Cl.Cl.Cl.Cl.ClC=1C=C(C(=NC1)NCC1CCN(CC1)C1=CC=NC=C1)C(=O)NC1=NC=C(C=C1)Cl (5-Chloro-N-(5-chloropyridin-2-yl)-2-[[1-(4-pyridinyl)piperidin-4-ylmethyl]amino]pyridine-3-carboxamide Tetrahydrochloride). RXN SMILES: [Cl:1][C:2]1[CH:3]=[CH:4][C:5]([NH:8][C:9]([C:11]2[C:12](Cl)=[N:13][CH:14]=[C:15]([Cl:17])[CH:16]=2)=[O:10])=[N:6][CH:7]=1.[N:19]1[CH:24]=[CH:23][C:22]([N:25]2[CH2:30][CH2:29][CH:28]([CH2:31][NH2:32])[CH2:27][CH2:26]2)=[CH:21][CH:20]=1>C(O)C>[ClH:1].[ClH:1].[ClH:1].[ClH:1].[Cl:17][C:15]1[CH:16]=[C:11]([C:9]([NH:8][C:5]2[CH:4]=[CH:3][C:2]([Cl:1])=[CH:7][N:6]=2)=[O:10])[C:12]([NH:32][CH2:31][CH:28]2[CH2:27][CH2:26][N:25]([C:22]3[CH:23]=[CH:24][N:19]=[CH:20][CH:21]=3)[CH2:30][CH2:29]2)=[N:13][CH:14]=1 |f:3.4.5.6.7|. Isolated yield 30.9%. Starting materials: ClC=1C=CC(=NC1)NC(=O)C=1C(=NC=C(C1)Cl)Cl (N-(5-chloropyridin-2-yl)-2,5-dichloropyridine-3-carboxamide), N1=CC=C(C=C1)N1CCC(CC1)CN (1-(4-pyridinyl)piperidine-4-methylamine). Starting materials: C(CCC)[C@@H]1CC(CC1)C#N ((1RS,3S)-3-butyl-1-cyanocyclopentane), S(O)(O)(=O)=O (sulphuric acid), C(C)(=O)O (acetic acid). Run in O (water), C(C)(=O)OCC (ethyl acetate), O (water). Reaction conditions: time 1 hour. Yields the product C(CCC)[C@@H]1CC(CC1)C(=O)O ((1RS,3S)-3-butylcyclopentanecarboxylic acid). Isolated yield 36.5%. RXN SMILES: [CH2:1]([C@H:5]1[CH2:9]C[CH:7](C#N)[CH2:6]1)[CH2:2][CH2:3][CH3:4].S(=O)(=O)(O)O.[C:17]([OH:20])(=[O:19])[CH3:18]>O.C(OCC)(=O)C>[CH2:1]([C@H:5]1[CH2:6][CH2:7][CH:18]([C:17]([OH:20])=[O:19])[CH2:9]1)[CH2:2][CH2:3][CH3:4]. Procedure: A mixture of 73 mg of (1RS,3S)-3-butyl-1-cyanocyclopentane (prepared in Reference Example 13), 0.6 ml of conc. sulphuric acid, 0.6 ml of acetic acid and 0.6 ml of water was stirred for 1 hr. at 110° C. To the reaction solution, 30 ml of ethyl acetate and 20 ml of water were added. The oily layer which separated was washed with water, dried over anhydrous magnesium sulphate, and concentrated under reduced pressure. The residue was purified by column chromatography on silica gel using a mixture of... The reactants are BrC=1C=C(C=O)C=CC1 (3-Bromobenzaldehyde), C(C(=O)C)(=O)O (pyruvic acid), [OH-].[K+] (potassium hydroxide). The solvent is CO (methanol), CO (methanol). Reaction conditions: time 16 hour. The product is [K+].BrC=1C=C(C=CC1)C=CC(C(=O)[O-])=O (4-(3-bromo-phenyl)-2-oxo-3-butenoic acid potassium salt). Yield: 84.8%. As a reaction SMILES: [Br:1][C:2]1[CH:3]=[C:4]([CH:7]=[CH:8][CH:9]=1)[CH:5]=O.[C:10]([OH:15])(=[O:14])[C:11]([CH3:13])=[O:12].[OH-].[K+:17]>CO>[K+:17].[Br:1][C:2]1[CH:3]=[C:4]([CH:5]=[CH:13][C:11](=[O:12])[C:10]([O-:15])=[O:14])[CH:7]=[CH:8][CH:9]=1 |f:2.3,5.6|. Reported procedure: To a mixture of 3-Bromobenzaldehyde (22.0 mL, 189.0 mmol) and pyruvic acid (15.8 mL, 227.0 mmol) in methanol (100.0 mL), was slowly added a solution of potassium hydroxide (19.0 g, 340.0 mmol) in methanol (100.0 mL) at 0° C. The reaction mixture was stirred at room temperature for 16 hours and then filtered. The resulting solid was washed with diethyl ether to give 47.0 g of the titled compound as a yellow solid. Reactants: ClC1=C(CBr)C(=CC=C1)Cl (2,6-dichlorobenzyl bromide), [N-]=[N+]=[N-].[Na+] (sodium azide). Run in CS(=O)C (dimethyl sulphoxide), CS(=O)C (dimethyl sulphoxide), O (water). Conditions: time 2 hour. Product: ClC1=C(CN=[N+]=[N-])C(=CC=C1)Cl (2,6-dichlorobenzyl azide). Reaction SMILES: [Cl:1][C:2]1[CH:9]=[CH:8][CH:7]=[C:6]([Cl:10])[C:3]=1[CH2:4]Br.[N-:11]=[N+:12]=[N-:13].[Na+]>CS(C)=O.O>[Cl:1][C:2]1[CH:9]=[CH:8][CH:7]=[C:6]([Cl:10])[C:3]=1[CH2:4][N:11]=[N+:12]=[N-:13] |f:1.2|. Reported procedure: 24 g (0.1 mol) of 2,6-dichlorobenzyl bromide in 50 ml of dimethyl sulphoxide are added at room temperature to a suspension of 7.2 g (0.11 mol) of sodium azide in 50 ml of dimethyl sulphoxide and the whole is stirred for 2 hours at room temperature. The mixture is then diluted with 250 ml of water and extracted with cyclohexane and the organic phase is washed several times with water. After drying over sodium sulphate, the cyclohexane is distilled off in vacuo at 50°. 2,6-dichlorobenzyl azide is ... Reaction SMILES: [CH3:1][C:2]1[CH:7]=[C:6]([O:8][CH3:9])[CH:5]=[CH:4][C:3]=1[NH:10][C:11](=[O:13])[CH3:12].[N+:14]([O-])([O-:16])=[O:15].[K+]>C(O)(C(F)(F)F)=O.C(OCC)(=O)C>[CH3:1][C:2]1[CH:7]=[C:6]([O:8][CH3:9])[C:5]([N+:14]([O-:16])=[O:15])=[CH:4][C:3]=1[NH:10][C:11](=[O:13])[CH3:12] |f:1.2|. Reaction conditions: temperature 0 celsius. The solvent is C(=O)(C(F)(F)F)O (TFA), C(C)(=O)OCC (ethyl acetate), Hexanes. Yields the product CC1=C(C=C(C(=C1)OC)[N+](=O)[O-])NC(C)=O (N-[2-methyl-4-(methyloxy)-5-nitrophenyl]acetamide). Starting materials: CC1=C(C=CC(=C1)OC)NC(C)=O (N-[2-methyl-4-(methyloxy)phenyl]acetamide), [N+](=O)([O-])[O-].[K+] (Potassium nitrate). Yield: 46.3%. Reported procedure: N-[2-methyl-4-(methyloxy)phenyl]acetamide (1.95 g, 10.88 mmol) was dissolved in TFA (20 mL) and cooled to 0° C. in an ice bath. Potassium nitrate (1.210 g, 11.97 mmol) was added slowly. The reaction was monitored by tic and quenched by pouring into ice and diluting with EtOAc. A solution of saturated sodium bicarbonate was added until solution was a neutral pH. Organics were washed with water and saturated brine solution and dried over sodium sulfate. Solvents were removed under reduced pressure... Starting materials: CS(C)=O, CI, [H-], [Na+], O, OCc1ccccn1. Yields the product COCc1ccccn1. As a reaction SMILES: [CH3:11][S:12]([CH3:13])=[O:14].[CH3:15][I:16].[H-:9].[Na+:10].[OH2:17].[n:1]1[c:2]([CH2:7][OH:8])[cH:3][cH:4][cH:5][cH:6]1>>[n:1]1[c:2]([CH2:7][O:8][CH3:11])[cH:3][cH:4][cH:5][cH:6]1. Starting materials: CC(C)(C)c1nc(C(F)F)cc(N2CCN(CCCCl)CC2)n1, Cn1c(S)nnc1C1CCC1. Yields the product Cn1c(SCCCN2CCN(c3cc(C(F)F)nc(C(C)(C)C)n3)CC2)nnc1C1CCC1, Cl. Reaction SMILES: [C:12]([CH3:13])([CH3:14])([CH3:15])[c:16]1[n:17][c:18]([CH:32]([F:33])[F:34])[cH:19][c:20]([N:22]2[CH2:23][CH2:24][N:25]([CH2:28][CH2:29][CH2:30][Cl:31])[CH2:26][CH2:27]2)[n:21]1.[CH3:1][n:2]1[c:3]([SH:11])[n:4][n:5][c:6]1[CH:7]1[CH2:8][CH2:9][CH2:10]1>>[CH3:1][n:2]1[c:3]([S:11][CH2:30][CH2:29][CH2:28][N:25]2[CH2:24][CH2:23][N:22]([c:20]3[cH:19][c:18]([CH:32]([F:33])[F:34])[n:17][c:16]([C:12]([CH3:13])([CH3:14])[CH3:15])[n:21]3)[CH2:27][CH2:26]2)[n:4][n:5][c:6]1[CH:7]1[CH2:8][CH2:9][CH2:10]1.[ClH:31].